From a dataset of the Open Reaction Database (ORD), a public repository of structured organic reaction records. describe an organic reaction: reactants, conditions, products, and yield Starting materials: F[B-](F)(F)F, F[B-](F)(F)F, [Br-], COc1ccc2c(c1)c(-c1cc3cccnc3[nH]1)cn2C, C[Mg+], F[N+]12CC[N+](CCl)(CC1)CC2, C1CCOC1. The product is COc1ccc2c(c1)c(-c1[nH]c3ncccc3c1F)cn2C. Reaction SMILES: [B-:25]([F:26])([F:27])([F:28])[F:29].[B-:30]([F:31])([F:32])([F:33])[F:34].[Br-:22].[CH3:1][O:2][c:3]1[cH:4][c:5]2[c:6](-[c:13]3[cH:14][c:15]4[c:16]([n:17][cH:18][cH:19][cH:20]4)[nH:21]3)[cH:7][n:8]([CH3:12])[c:9]2[cH:10][cH:11]1.[CH3:23][Mg+:24].[Cl:35][CH2:36][N+:37]12[CH2:38][CH2:39][N+:40]([F:41])([CH2:42][CH2:43]1)[CH2:44][CH2:45]2.[O:46]1[CH2:47][CH2:48][CH2:49][CH2:50]1>>[CH3:1][O:2][c:3]1[cH:4][c:5]2[c:6](-[c:13]3[c:14]([F:26])[c:15]4[c:16]([n:17][cH:18][cH:19][cH:20]4)[nH:21]3)[cH:7][n:8]([CH3:12])[c:9]2[cH:10][cH:11]1. Reactants: BrC=1C(=C(C=2N(C1)C=C(N2)NC(C(F)(F)F)=O)C2=CC(=CC=C2)C(F)(F)F)C (N-[6-bromo-7-methyl-8-(3-trifluoromethyl-phenyl)-imidazo[1,2-a]pyridin-2-yl]-2,2,2-trifluoro-acetamide), C(CCC)[Sn](C1=CC=NN1C1=CC=C(C#N)C=C1)(CCCC)CCCC (4-(5-tributylstannanyl-pyrazol-1-yl)-benzonitrile). Yields the product C(#N)C1=CC=C(C=C1)N1N=CC=C1C=1C(=C(C=2N(C1)C=C(N2)NC(C(F)(F)F)=O)C2=CC(=CC=C2)C(F)(F)F)C (N-[6-[2-(4-Cyano-phenyl)-2H-pyrazol-3-yl]-7-methyl-8-(3-trifluoromethyl-phenyl)-imidazo[1,2-a]pyridin-2-yl]-2,2,2-trifluoro-acetamide). RXN SMILES: Br[C:2]1[C:3]([CH3:28])=[C:4]([C:18]2[CH:23]=[CH:22][CH:21]=[C:20]([C:24]([F:27])([F:26])[F:25])[CH:19]=2)[C:5]2[N:6]([CH:8]=[C:9]([NH:11][C:12](=[O:17])[C:13]([F:16])([F:15])[F:14])[N:10]=2)[CH:7]=1.C([Sn](CCCC)(CCCC)[C:34]1[N:38]([C:39]2[CH:46]=[CH:45][C:42]([C:43]#[N:44])=[CH:41][CH:40]=2)[N:37]=[CH:36][CH:35]=1)CCC>>[C:43]([C:42]1[CH:41]=[CH:40][C:39]([N:38]2[C:34]([C:2]3[C:3]([CH3:28])=[C:4]([C:18]4[CH:23]=[CH:22][CH:21]=[C:20]([C:24]([F:27])([F:26])[F:25])[CH:19]=4)[C:5]4[N:6]([CH:8]=[C:9]([NH:11][C:12](=[O:17])[C:13]([F:16])([F:14])[F:15])[N:10]=4)[CH:7]=3)=[CH:35][CH:36]=[N:37]2)=[CH:46][CH:45]=1)#[N:44]. Procedure details: The title compound was prepared from N-[6-bromo-7-methyl-8-(3-trifluoromethyl-phenyl)-imidazo[1,2-a]pyridin-2-yl]-2,2,2-trifluoro-acetamide (Int. 5, 35 mg, 0.075 mmol) and 4-(5-tributylstannanyl-pyrazol-1-yl)-benzonitrile (Int. 3, 52 mg, 0.113 mmol) using a similar method to that used in Example 1 (Step 4), (6 mg). Starting materials: COC=1C=C(N)C=C(C1OC)OC (3,4,5-trimethoxyaniline), IC1=C(C(=O)O)C=CC=C1C(=O)O (2-iodoisophthalic acid). The product is COC=1C=C2NC=3C(=CC=CC3C(C2=C(C1OC)OC)=O)C(=O)O (9,10-Dihydro-6,7,8-trimethoxy-9-oxo-4-acridinecarboxylic acid). Reaction SMILES: [CH3:1][O:2][C:3]1[CH:4]=[C:5]([CH:7]=[C:8]([O:12][CH3:13])[C:9]=1[O:10][CH3:11])[NH2:6].I[C:15]1[C:23]([C:24](O)=[O:25])=[CH:22][CH:21]=[CH:20][C:16]=1[C:17]([OH:19])=[O:18]>>[CH3:13][O:12][C:8]1[CH:7]=[C:5]2[C:4](=[C:3]([O:2][CH3:1])[C:9]=1[O:10][CH3:11])[C:24](=[O:25])[C:23]1[CH:22]=[CH:21][CH:20]=[C:16]([C:17]([OH:19])=[O:18])[C:15]=1[NH:6]2. Reported procedure: From 3,4,5-trimethoxyaniline (3.8 g) and 2-iodoisophthalic acid (5 g). The reactants are Cl (Hydrogen chloride), CC1C(C(SC1)C(=O)OC(C)C)=NO (i-propyl 4-methyl-3-hydroximino-tetrahydrothiophene-2-carboxylate), ice. Solvent: C(C)(C)(C)OC (methyl tert-butyl ether). Run at time 2 hour. Product: ClC1C(C(SC1)C(=O)OC(C)C)=NO (i-propyl 4-chloro-3-hydroximino-tetrahydrothiophene-2-carboxylate). RXN SMILES: C[CH:2]1[CH2:6][S:5][CH:4]([C:7]([O:9][CH:10]([CH3:12])[CH3:11])=[O:8])[C:3]1=[N:13][OH:14].[ClH:15]>C(OC)(C)(C)C>[Cl:15][CH:2]1[CH2:6][S:5][CH:4]([C:7]([O:9][CH:10]([CH3:12])[CH3:11])=[O:8])[C:3]1=[N:13][OH:14]. Procedure details: 334 g (1.54 mol) of i-propyl 4-methyl-3-hydroximino-tetrahydrothiophene-2-carboxylate are dissolved in 5 litres of methyl tert-butyl ether and cooled using an ice bath. Hydrogen chloride is then—after the ice bath had been removed—introduced with stirring for two hours. The mixture is subsequently concentrated using water pump vacuum and the amorphous residue is crystallized from acetone. Reactants: ClC(=O)OCC=C (allyl chloroformate), OCCOC[C@H]1NC[C@@H](C1)OS(=O)(=O)C ((2S,4R)-2-(2-hydroxyethyloxymethyl)-4-methanesulfonyloxypyrrolidine), [OH-].[Na+] (sodium hydroxide). Solvent: O1CCCC1 (tetrahydrofuran), O1CCCC1 (tetrahydrofuran), O (water). Yields the product C(C=C)OC(=O)N1[C@@H](C[C@H](C1)OS(=O)(=O)C)COCCO ((2S,4R)-1-allyloxycarbonyl-2-(2-hydroxyethyloxymethyl)-4-methanesulfonyloxypyrrolidine). As a reaction SMILES: [OH:1][CH2:2][CH2:3][O:4][CH2:5][C@@H:6]1[CH2:10][C@@H:9]([O:11][S:12]([CH3:15])(=[O:14])=[O:13])[CH2:8][NH:7]1.Cl[C:17]([O:19][CH2:20][CH:21]=[CH2:22])=[O:18].[OH-].[Na+]>O1CCCC1.O>[CH2:20]([O:19][C:17]([N:7]1[CH2:8][C@H:9]([O:11][S:12]([CH3:15])(=[O:13])=[O:14])[CH2:10][C@H:6]1[CH2:5][O:4][CH2:3][CH2:2][OH:1])=[O:18])[CH:21]=[CH2:22] |f:2.3|. Reported procedure: To a solution of (2S,4R)-2-(2-hydroxyethyloxymethyl)-4-methanesulfonyloxypyrrolidine (30.5 g) in a mixture of tetrahydrofuran (120 ml) and water (120 ml) was dropwise added a solution of allyl chloroformate (14.5 ml) in tetrahydrofuran (14.5 ml) under ice-cooling with stirring, keeping the pH between 9-10 with 4N aqueous sodium hydroxide. The mixture was stirred at the same condition for one hour and extracted with ethyl acetate (200 ml). The organic layer was dried over magnesium sulfate and ev... Reactants: NC=1SC=CC1C(=O)N (2-Amino-thiophene-3-carboxylic acid amide), C(C)(=O)Cl (Acetylchloride). The solvent is N1=CC=CC=C1 (pyridine), O (water). Reaction conditions: time 8 hour. The product is C(C)(=O)NC=1SC=CC1C(=O)N (2-acetylamino-thiophene-3-carboxylic acid amide). RXN SMILES: [NH2:1][C:2]1[S:3][CH:4]=[CH:5][C:6]=1[C:7]([NH2:9])=[O:8].[C:10](Cl)(=[O:12])[CH3:11]>N1C=CC=CC=1.O>[C:10]([NH:1][C:2]1[S:3][CH:4]=[CH:5][C:6]=1[C:7]([NH2:9])=[O:8])(=[O:12])[CH3:11]. Reported procedure: A solution of 2-Amino-thiophene-3-carboxylic acid amide (20.3 g, 143 mmol) in dry pyridine (150 mL) is cooled to 0° C. Acetylchloride (11 mL, 156 mmol) is added dropwise to the solution. The resulting mixture was stirred at room temperature overnight. The mixture is then diluted with water and the resulting suspension is filtered. The cake is dried overnight in a vacuum-oven at 50° C. to yield the desired product. Reactants: CCOCCn1c(C2CCN(CCc3ccc(C(C)(C)C(=O)OCC)cc3)CC2)nc2ccccc21, CCO, CCCCO, CCOC(C)=O, CC(=O)O, [Na+], [OH-], O. Product: CCOCCn1c(C2CCN(CCc3ccc(C(C)(C)C(=O)O)cc3)CC2)nc2ccccc21. RXN SMILES: [CH2:1]([CH3:2])[O:3][C:4]([C:5]([CH3:6])([CH3:7])[c:8]1[cH:9][cH:10][c:11]([CH2:14][CH2:15][N:16]2[CH2:17][CH2:18][CH:19]([c:22]3[n:23][c:24]4[c:25]([n:26]3[CH2:27][CH2:28][O:29][CH2:30][CH3:31])[cH:32][cH:33][cH:34][cH:35]4)[CH2:20][CH2:21]2)[cH:12][cH:13]1)=[O:36].[CH2:39]([OH:40])[CH3:41].[CH2:43]([OH:44])[CH2:45][CH2:46][CH3:47].[CH2:48]([O:49][C:50](=[O:51])[CH3:52])[CH3:53].[CH3:54][C:55](=[O:56])[OH:57].[Na+:38].[OH-:37].[OH2:42]>>[O:3]=[C:4]([C:5]([CH3:6])([CH3:7])[c:8]1[cH:9][cH:10][c:11]([CH2:14][CH2:15][N:16]2[CH2:17][CH2:18][CH:19]([c:22]3[n:23][c:24]4[c:25]([n:26]3[CH2:27][CH2:28][O:29][CH2:30][CH3:31])[cH:32][cH:33][cH:34][cH:35]4)[CH2:20][CH2:21]2)[cH:12][cH:13]1)[OH:36].